From a dataset of the Open Reaction Database (ORD), a public repository of structured organic reaction records. describe an organic reaction: reactants, conditions, products, and yield Starting materials: C(C)(C)[C@H]1C2(CC2C(=O)OCC)C[C@@H](CC1)C (Ethyl (4S,7R)-4-isopropyl-7-methylspiro[2.5]octane-1-carboxylate), C1(CC12CCCCC2)C(=O)OCC (Ethyl spiro[2.5]octane-1-carboxylate). The product is C(C)(C)[C@H]1C2(CC2C(=O)O)C[C@@H](CC1)C ((4S,7R)-4-isopropyl-7-methylspiro[2.5]octane-1-carboxylic acid). Reaction SMILES: [CH:1]([C@@H:4]1[CH2:16][CH2:15][C@@H:14]([CH3:17])[CH2:13][C:5]21[CH:7]([C:8]([O:10]CC)=[O:9])[CH2:6]2)([CH3:3])[CH3:2].C1(C(OCC)=O)C2(CCCCC2)C1>>[CH:1]([C@@H:4]1[CH2:16][CH2:15][C@@H:14]([CH3:17])[CH2:13][C:5]21[CH:7]([C:8]([OH:10])=[O:9])[CH2:6]2)([CH3:3])[CH3:2]. Procedure: The title compound was prepared as described in Example 1B substituting the product from Example 42B for the product from Example 1A. MS m/z 210 (M)+. The reactants are C(C)(=O)O[BH-](OC(C)=O)OC(C)=O.[Na+] (Sodium triacetoxyborohydride), C(C)(=O)O (acetic acid), CC1=C2C=NN(C2=CC=C1N)C1OCCCC1 (4-methyl-1-tetrahydro-2H-pyran-2-yl-1H-indazol-5-amine), C(C1=CC=CC=C1)N1C2CC(CC1CC2)=O (8-benzyl-8-azabicyclo[3.2.1]octan-3-one), C(O)([O-])=O.[Na+] (sodium hydrogencarbonate). Solvent: ClCCCl (1,2-dichloroethane). Conditions: time 1 day. Product: C(C1=CC=CC=C1)N1C2CC(CC1CC2)NC=2C(=C1C=NN(C1=CC2)C2OCCCC2)C (N-(8-benzyl-8-azabicyclo[3.2.1]oct-3-yl)-4-methyl-1-tetrahydro-2H-pyran-2-yl-1H-indazol-5-amine). Yield: 38.0%. RXN SMILES: C(O[BH-](OC(=O)C)OC(=O)C)(=O)C.[Na+].C(O)(=O)C.[CH3:19][C:20]1[C:28]([NH2:29])=[CH:27][CH:26]=[C:25]2[C:21]=1[CH:22]=[N:23][N:24]2[CH:30]1[CH2:35][CH2:34][CH2:33][CH2:32][O:31]1.[CH2:36]([N:43]1[CH:48]2[CH2:49][CH2:50][CH:44]1[CH2:45][C:46](=O)[CH2:47]2)[C:37]1[CH:42]=[CH:41][CH:40]=[CH:39][CH:38]=1.C(=O)([O-])O.[Na+]>ClCCCl>[CH2:36]([N:43]1[CH:48]2[CH2:49][CH2:50][CH:44]1[CH2:45][CH:46]([NH:29][C:28]1[C:20]([CH3:19])=[C:21]3[C:25](=[CH:26][CH:27]=1)[N:24]([CH:30]1[CH2:35][CH2:34][CH2:33][CH2:32][O:31]1)[N:23]=[CH:22]3)[CH2:47]2)[C:37]1[CH:42]=[CH:41][CH:40]=[CH:39][CH:38]=1 |f:0.1,5.6|. Procedure: Sodium triacetoxyborohydride (477 mg, 2.25 mmol) and then acetic acid (99 μl, 1.73 mmol) were added to a suspension of 4-methyl-1-tetrahydro-2H-pyran-2-yl-1H-indazol-5-amine (400 mg, 1.73 mmol) and 8-benzyl-8-azabicyclo[3.2.1]octan-3-one (410 mg, 1.90 mmol) in 1,2-dichloroethane (5 ml), and the resulting mixture was stirred at room temperature for 1 day. The reaction mixture was poured into a saturated aqueous sodium hydrogencarbonate solution and then extracted with ethyl acetate. The extract s... Reactants: C(CCC)C1=NC2=C(N1CC1=CC=C(C=C1)C=1C(=CC=CC1)C(=O)OC(C)(C)C)C=C(C=C2C)NC(C(C)(C)C)=O (tert.-butyl 4'-[[2-n-butyl-4-methyl-6-(2,2-dimethylpropionylamino)-benzimidazol-1-yl]-methyl]-biphenyl-2-carboxylate), FC(C(=O)O)(F)F (trifluoroacetic acid). Run in C(Cl)Cl (methylene chloride). Product: C(CCC)C1=NC2=C(N1CC1=CC=C(C=C1)C=1C(=CC=CC1)C(=O)O)C=C(C=C2C)NC(C(C)(C)C)=O (4'-[[2-n-Butyl-4-methyl-6-(2,2-dimethylpropionylamino)-benzimidazol-1-yl]-methyl]-biphenyl-2-carboxylic acid). As a reaction SMILES: [CH2:1]([C:5]1[N:9]([CH2:10][C:11]2[CH:16]=[CH:15][C:14]([C:17]3[C:18]([C:23]([O:25]C(C)(C)C)=[O:24])=[CH:19][CH:20]=[CH:21][CH:22]=3)=[CH:13][CH:12]=2)[C:8]2[CH:30]=[C:31]([NH:35][C:36](=[O:41])[C:37]([CH3:40])([CH3:39])[CH3:38])[CH:32]=[C:33]([CH3:34])[C:7]=2[N:6]=1)[CH2:2][CH2:3][CH3:4].FC(F)(F)C(O)=O>C(Cl)Cl>[CH2:1]([C:5]1[N:9]([CH2:10][C:11]2[CH:16]=[CH:15][C:14]([C:17]3[C:18]([C:23]([OH:25])=[O:24])=[CH:19][CH:20]=[CH:21][CH:22]=3)=[CH:13][CH:12]=2)[C:8]2[CH:30]=[C:31]([NH:35][C:36](=[O:41])[C:37]([CH3:40])([CH3:39])[CH3:38])[CH:32]=[C:33]([CH3:34])[C:7]=2[N:6]=1)[CH2:2][CH2:3][CH3:4]. Procedure: Prepared analogously to Example 1 from tert.-butyl 4'-[[2-n-butyl-4-methyl-6-(2,2-dimethylpropionylamino)-benzimidazol-1-yl]-methyl]-biphenyl-2-carboxylate and trifluoroacetic acid in methylene chloride. The reactants are CC(C)(C)OC(=O)N1CCCC1CO, C1CCOC1, Nc1cccc(C(O)(C(F)(F)F)C(F)(F)F)c1, CCOC(=O)N=NC(=O)OCC, c1ccc(P(c2ccccc2)c2ccccc2)cc1. The product is CC(C)(C)OC(=O)N1CCCC1COC(c1cccc(N)c1)(C(F)(F)F)C(F)(F)F. RXN SMILES: [C:18]([CH3:19])([CH3:20])([CH3:21])[O:22][C:23](=[O:24])[N:25]1[CH:26]([CH2:30][OH:31])[CH2:27][CH2:28][CH2:29]1.[CH2:63]1[O:64][CH2:65][CH2:66][CH2:67]1.[NH2:1][c:2]1[cH:3][c:4]([C:8]([C:9]([F:10])([F:11])[F:12])([C:13]([F:14])([F:15])[F:16])[OH:17])[cH:5][cH:6][cH:7]1.[O:51]=[C:52]([O:53][CH2:54][CH3:55])[N:56]=[N:57][C:58]([O:59][CH2:60][CH3:61])=[O:62].[c:32]1([P:33]([c:34]2[cH:35][cH:36][cH:37][cH:38][cH:39]2)[c:40]2[cH:41][cH:42][cH:43][cH:44][cH:45]2)[cH:46][cH:47][cH:48][cH:49][cH:50]1>>[NH2:1][c:2]1[cH:3][c:4]([C:8]([C:9]([F:10])([F:11])[F:12])([C:13]([F:14])([F:15])[F:16])[O:17][CH2:30][CH:26]2[N:25]([C:23]([O:22][C:18]([CH3:19])([CH3:20])[CH3:21])=[O:24])[CH2:29][CH2:28][CH2:27]2)[cH:5][cH:6][cH:7]1. Reactants: BrC=1C=CC=2N(C1)C(=CN2)C=2C=C(C(=NC2)Cl)NS(=O)(=O)N(C)C (N-(5-(6-bromoimidazo[1,2-a]pyridin-3-yl)-2-chloropyridin-3-yl)dimethylaminosulfonamide), CC1(OB(OC1(C)C)C1=CC(=NC=C1)C(F)(F)F)C (4-(4,4,5,5-tetramethyl-1,3,2-dioxaborolan-2-yl)-2-(trifluoromethyl)pyridine), dichloride palladium(II), C([O-])([O-])=O.[Na+].[Na+] (sodium carbonate). Reagents/catalysts: C1(=CC=CC=C1)P([C-]1C=CC=C1)C1=CC=CC=C1.[C-]1(C=CC=C1)P(C1=CC=CC=C1)C1=CC=CC=C1.[Fe+2] (1,1′-bis(diphenylphosphino)ferrocene). The solvent is O1CCOCC1 (dioxane). Run at temperature 100 celsius. Product: ClC1=NC=C(C=C1NS(=O)(=O)N(C)C)C1=CN=C2N1C=C(C=C2)C2=CC(=NC=C2)C(F)(F)F (N-(2-Chloro-5-(6-(2-(trifluoromethyl)pyridin-4-yl)imidazo[1,2-a]pyridin-3-yl)pyridin-3-yl)dimethylaminosulfonamid). The yield is 27.0%. Reaction SMILES: Br[C:2]1[CH:3]=[CH:4][C:5]2[N:6]([C:8]([C:11]3[CH:12]=[C:13]([NH:18][S:19]([N:22]([CH3:24])[CH3:23])(=[O:21])=[O:20])[C:14]([Cl:17])=[N:15][CH:16]=3)=[CH:9][N:10]=2)[CH:7]=1.CC1(C)C(C)(C)OB([C:33]2[CH:38]=[CH:37][N:36]=[C:35]([C:39]([F:42])([F:41])[F:40])[CH:34]=2)O1.C(=O)([O-])[O-].[Na+].[Na+]>C1(P(C2C=CC=CC=2)[C-]2C=CC=C2)C=CC=CC=1.[C-]1(P(C2C=CC=CC=2)C2C=CC=CC=2)C=CC=C1.[Fe+2].O1CCOCC1>[Cl:17][C:14]1[C:13]([NH:18][S:19]([N:22]([CH3:24])[CH3:23])(=[O:21])=[O:20])=[CH:12][C:11]([C:8]2[N:6]3[CH:7]=[C:2]([C:33]4[CH:38]=[CH:37][N:36]=[C:35]([C:39]([F:42])([F:41])[F:40])[CH:34]=4)[CH:3]=[CH:4][C:5]3=[N:10][CH:9]=2)=[CH:16][N:15]=1 |f:2.3.4,5.6.7|. Procedure details: To a 5 mL microwave tube was added N-(5-(6-bromoimidazo[1,2-a]pyridin-3-yl)-2-chloropyridin-3-yl)dimethylaminosulfonamide (0.080 g, 0.186 mmol), 4-(4,4,5,5-tetramethyl-1,3,2-dioxaborolan-2-yl)-2-(trifluoromethyl)pyridine (0.061 g, 0.223 mmol), 1,1′-bis(diphenylphosphino)ferrocene]dichloride palladium(II) (0.014 g, 0.019 mmol), sodium carbonate (0.232 mL, 0.464 mmol), and dioxane (2 mL). The resulting mixture was sealed and underwent microwave heating at 100° C. for 20 min. The solvent was remove... Conditions: temperature 15 celsius, time 3 hour. Run in O1CCCC1 (tetrahydrofuran), C(C)#N (acetonitrile), O1CCCC1 (tetrahydrofuran). Procedure: Potassium ethyl malonate (12.9 g) and magnesium chloride (7.6 g) are added to a flask followed by acetonitrile (70 mL) and tetrahydrofuran (45 mL) and the resulting mixture stirred at 15° C. for 3 hours under an inert atmosphere. To a second flask is added (S)-3-[2-(N-acetylaminophenyl)ethyl]-3-hydroxy-4-methylpentanoic acid (23a) (9.6 g, 31 mmol correcting for 4.9% water content) and tetrahydrofuran (296 mL) followed by carbonyl diimidazole (8.0 g) and the resulting solution stirred at ambient ... Yield: 74.2%. As a reaction SMILES: C(OCC)(=O)[CH2:2][C:3]([O-])=[O:4].[K+].[Cl-].[Mg+2].[Cl-].[C:14]([NH:17][C:18]1[CH:23]=[CH:22][C:21]([CH2:24][CH2:25][C@@:26]([OH:34])([CH:31]([CH3:33])[CH3:32])[CH2:27][C:28]([OH:30])=O)=[CH:20][CH:19]=1)(=[O:16])[CH3:15].C(C1NC=CN=1)(C1NC=CN=1)=O>O1CCCC1.C(#N)C>[C:14]([NH:17][C:18]1[CH:19]=[CH:20][C:21]([CH2:24][CH2:25][C@:26]2([CH:31]([CH3:33])[CH3:32])[O:34][C:3](=[O:4])[CH:2]=[C:28]([OH:30])[CH2:27]2)=[CH:22][CH:23]=1)(=[O:16])[CH3:15] |f:0.1,2.3.4|. Reactants: C(=O)(C=1NC=CN1)C=1NC=CN1 (carbonyl diimidazole), C(CC(=O)[O-])(=O)OCC.[K+] (Potassium ethyl malonate), [Cl-].[Mg+2].[Cl-] (magnesium chloride), C(C)(=O)NC1=CC=C(C=C1)CC[C@](CC(=O)O)(C(C)C)O ((S)-3-[2-(4-Acetylaminophenyl)ethyl]-3-hydroxy-4-methylpentanoic Acid). Product: C(C)(=O)NC1=CC=C(C=C1)CC[C@]1(CC(=CC(O1)=O)O)C(C)C ((S)-6-[2-(4-Acetylaminophenyl)ethyl]-4-hydroxy-6-isopropyl-5,6-dihydropyran-2-one). Reactants: NC1=C2N=C(N(C2=NC(=N1)OCCOC)CC=1C=C(C=CC1)P(OCC)(OCC)=O)Br (Diethyl 3-((6-amino-8-bromo-2-(2-methoxyethoxy)-9H-purin-9-yl)methyl)phenylphosphonate), [OH-].[Na+] (NaOH). The solvent is CO (methanol). The product is NC1=C2N=C(N(C2=NC(=N1)OCCOC)CC=1C=C(C=CC1)P(OCC)(O)=O)O (ethyl hydrogen 3-((6-amino-8-hydroxy-2-(2-methoxyethoxy)-9H-purin-9-yl)methyl)phenylphosphonate), Example ( K ). The yield is 22.0%. As a reaction SMILES: [NH2:1][C:2]1[N:10]=[C:9]([O:11][CH2:12][CH2:13][O:14][CH3:15])[N:8]=[C:7]2[C:3]=1[N:4]=[C:5](Br)[N:6]2[CH2:16][C:17]1[CH:18]=[C:19]([P:23](=[O:30])([O:27]CC)[O:24][CH2:25][CH3:26])[CH:20]=[CH:21][CH:22]=1.[OH-:32].[Na+]>CO>[NH2:1][C:2]1[N:10]=[C:9]([O:11][CH2:12][CH2:13][O:14][CH3:15])[N:8]=[C:7]2[C:3]=1[N:4]=[C:5]([OH:32])[N:6]2[CH2:16][C:17]1[CH:18]=[C:19]([P:23](=[O:30])([OH:27])[O:24][CH2:25][CH3:26])[CH:20]=[CH:21][CH:22]=1 |f:1.2|. Reported procedure: Diethyl 3-((6-amino-8-bromo-2-(2-methoxyethoxy)-9H-purin-9-yl)methyl)phenylphosphonate (100 mg, 0.194 mmol) was dissolved in methanol (5 mL) and 1 N aqueous NaOH solution was added. The reaction mixture was heated at reflux and progress was monitored by HPLC. As soon as all the starting material had been consumed, the reaction mixture was acidified with conc. HCL. After heating at reflux for 1 h, the mixture was evaporated to dryness under vacuum. The product was purified by preparative reverse ... Starting materials: CCOCC (ether), C1(=C(C(=CC(=C1)C)C)S(=O)(=O)ON)C (O-(mesitylsulfonyl)hydroxylamine), O (water), C(C1=CC=CC=C1)OC=1C=NC=C(C1)Cl (3-(benzyloxy)-5-chloropyridine). The solvent is ClCCl (dichloromethane). Conditions: temperature 0 celsius, time 1 hour. Yields the product CC1=C(C(=CC(=C1)C)C)S(=O)(=O)[O-].N[N+]1=CC(=CC(=C1)Cl)OCC1=CC=CC=C1 (1-amino-3-(benzyloxy)-5-chloropyridin-1-ium 2,4,6-trimethylbenzenesulfonate). As a reaction SMILES: [CH2:1]([O:8][C:9]1[CH:10]=[N:11][CH:12]=[C:13]([Cl:15])[CH:14]=1)[C:2]1[CH:7]=[CH:6][CH:5]=[CH:4][CH:3]=1.[C:16]1([CH3:29])[CH:21]=[C:20]([CH3:22])[CH:19]=[C:18]([CH3:23])[C:17]=1[S:24]([O:27][NH2:28])(=[O:26])=[O:25].O.CCOCC>ClCCl>[CH3:23][C:18]1[CH:19]=[C:20]([CH3:22])[CH:21]=[C:16]([CH3:29])[C:17]=1[S:24]([O-:27])(=[O:26])=[O:25].[NH2:28][N+:11]1[CH:12]=[C:13]([Cl:15])[CH:14]=[C:9]([O:8][CH2:1][C:2]2[CH:3]=[CH:4][CH:5]=[CH:6][CH:7]=2)[CH:10]=1 |f:5.6|. Procedure details: A solution of 3-(benzyloxy)-5-chloropyridine (4.00 g, 18.2 mmol) in dichloromethane (30.0 mL) was cooled to 0° C. under argon. O-(mesitylsulfonyl)hydroxylamine (5.23 g, 10% water, 21.9 mmol, prepared using a procedure similar to that reported in Org. Proc. Res. Dev. 2009, 13, 263-267) was added slowly and the mixture stirred at 0° C. for 1 h. 100 mL of ether was added, stirred for 5 minutes and filtered. The solids were washed with cold ether and dried on the frit to afford 1-amino-3-(benzyloxy)... Product: O1COC2=C1C=CC(=C2)C(C(=O)NS(=O)(=O)C2=CC=C(C=C2)C)C2=CN(C1=CC(=CC=C21)C(CC2=NC=CC=C2)=O)C (3-{1-(1,3-Benzodioxol-5-yl)-2-[(4-methylphenyl)sulfonamido]-2-oxoethyl}-1-methyl-6-[2-(2-pyridyl)acetyl]-1H-indole). Reported procedure: Lithium diisopropylamide mono(tetrahydrofuran) (0.53 ml of 1.5M solution in cyclohexane) was added to a stirred solution of 2-methylpyridine (0.08 ml, 0.8 mmol) in anhydrous tetrahydrofuran (3 ml) at -70° C. under a nitrogen atmosphere. After 20 minutes a solution of N6-methoxy-N6,1-dimethyl-3-{1-(1,3-benzodioxol-5-yl)-2-[(4-methylphenyl)sulfonamido]-2-oxoethyl}-1H-6-indolecarboxamide (the compound of Example 103, 200 mg, 0.36 mmol) in anhydrous tetrahydrofuran (2 ml) was added to the mixture at... The reactants are O1CCCC1.C(C)(C)[N-]C(C)C.[Li+] (Lithium diisopropylamide mono(tetrahydrofuran)), CC1=NC=CC=C1 (2-methylpyridine), CON(C(=O)C1=CC=C2C(=CN(C2=C1)C)C(C(=O)NS(=O)(=O)C1=CC=C(C=C1)C)C1=CC2=C(OCO2)C=C1)C (N6-methoxy-N6,1-dimethyl-3-{1-(1,3-benzodioxol-5-yl)-2-[(4-methylphenyl)sulfonamido]-2-oxoethyl}-1H-6-indolecarboxamide), compound. Reaction conditions: temperature -70 celsius, time 2 hour. Reaction SMILES: O1CCCC1.C([N-]C(C)C)(C)C.[Li+].[CH3:14][C:15]1[CH:20]=[CH:19][CH:18]=[CH:17][N:16]=1.CON(C)[C:24]([C:26]1[CH:34]=[C:33]2[C:29]([C:30]([CH:36]([C:50]3[CH:58]=[CH:57][C:53]4[O:54][CH2:55][O:56][C:52]=4[CH:51]=3)[C:37]([NH:39][S:40]([C:43]3[CH:48]=[CH:47][C:46]([CH3:49])=[CH:45][CH:44]=3)(=[O:42])=[O:41])=[O:38])=[CH:31][N:32]2[CH3:35])=[CH:28][CH:27]=1)=[O:25]>O1CCCC1>[O:54]1[C:53]2[CH:57]=[CH:58][C:50]([CH:36]([C:30]3[C:29]4[C:33](=[CH:34][C:26]([C:24](=[O:25])[CH2:14][C:15]5[CH:20]=[CH:19][CH:18]=[CH:17][N:16]=5)=[CH:27][CH:28]=4)[N:32]([CH3:35])[CH:31]=3)[C:37]([NH:39][S:40]([C:43]3[CH:44]=[CH:45][C:46]([CH3:49])=[CH:47][CH:48]=3)(=[O:42])=[O:41])=[O:38])=[CH:51][C:52]=2[O:56][CH2:55]1 |f:0.1.2|. Run in O1CCCC1 (tetrahydrofuran), O1CCCC1 (tetrahydrofuran). The reactants are NC1=NC(=CC=C1)C (2-amino-6-methylpyridine), C1(CCCCC1)[N+]#[C-] (cyclohexylisonitrile), N1=C(C=CC=C1)C=O (pyridine-2-carbaldehyde), Cl(=O)(=O)(=O)O (perchloric acid), C(C)(=O)Cl (acetylchloride). Product: [Cl-].C(C)(=O)[N+]=1C(=C(N2C1C=CC=C2C)NC2CCCCC2)C2=NC=CC=C2 (1-acetyl-3-cyclohexylamino-5-methyl-2-pyridin-2-yl-imidazo[1,2-a]pyridin-1-ium chloride). Reaction SMILES: [NH2:1][C:2]1[CH:7]=[CH:6][CH:5]=[C:4]([CH3:8])[N:3]=1.[CH:9]1([N+:15]#[C-:16])[CH2:14][CH2:13][CH2:12][CH2:11][CH2:10]1.[N:17]1[CH:22]=[CH:21][CH:20]=[CH:19][C:18]=1[CH:23]=O.[Cl:25](O)(=O)(=O)=O.[C:30](Cl)(=[O:32])[CH3:31]>>[Cl-:25].[C:30]([N+:1]1[C:23]([C:18]2[CH:19]=[CH:20][CH:21]=[CH:22][N:17]=2)=[C:16]([NH:15][CH:9]2[CH2:14][CH2:13][CH2:12][CH2:11][CH2:10]2)[N:3]2[C:4]([CH3:8])=[CH:5][CH:6]=[CH:7][C:2]=12)(=[O:32])[CH3:31] |f:5.6|. Procedure: Example 17 was carried out in accordance with the general directions for synthesis in process step a) from 1.0 ml (0.1 mmol) 2-amino-6-methylpyridine (0.1 M, DCM), 0.575 ml (0.115 mmol) cyclohexylisonitrile solution (0.2 M, DCM), 0.500 ml (0.15 mmol) pyridine-2-carbaldehyde solution (0.3 M, DCM) and 10 ill perchloric acid (w=20%) and in process step c) and d) by reacting the resultant reaction product with 0.4 mmol acetylchloride.